Dataset: the Open Reaction Database (ORD), a public repository of structured organic reaction records. Task: describe an organic reaction: reactants, conditions, products, and yield The reactants are O=C(O)c1cc2c(Cl)cccc2s1, Cl, [Cu], c1ccc2ncccc2c1. Yields the product Clc1cccc2sccc12. RXN SMILES: [Cl:1][c:2]1[cH:3][cH:4][cH:5][c:6]2[s:7][c:8]([C:11]([OH:12])=[O:13])[cH:9][c:10]12.[ClH:25].[Cu:24].[cH:14]1[cH:15][c:16]2[c:17]([n:18][cH:19][cH:20][cH:21]2)[cH:22][cH:23]1>>[Cl:1][c:2]1[cH:3][cH:4][cH:5][c:6]2[s:7][cH:8][cH:9][c:10]12. Procedure: In a 1-L conical flask, 51 g (0.3 mol) of diphenylamine was dissolved in 700 mL of ethyl acetate, and then 54 g (0.3 mol) of N-bromosuccinimide (abbreviation: NBS) was added to this solution. About 300 hours later, this mixture solution was washed with water, and then magnesium sulfate was added thereto to remove moisture. This mixture solution was filtered, and the filtrate was concentrated and collected. The object of the synthesis was obtained as 70 g of a dark brown oily substance in 94% yie... As a reaction SMILES: [C:1]1([NH:7][C:8]2[CH:13]=[CH:12][CH:11]=[CH:10][CH:9]=2)[CH:6]=[CH:5][CH:4]=[CH:3][CH:2]=1.[Br:14]N1C(=O)CCC1=O>C(OCC)(=O)C>[CH:11]1[CH:10]=[CH:9][C:8]([NH:7][C:1]2[CH:2]=[CH:3][C:4]([Br:14])=[CH:5][CH:6]=2)=[CH:13][CH:12]=1. Conditions: time 300 hour. Reactants: C1(=CC=CC=C1)NC1=CC=CC=C1 (diphenylamine), BrN1C(CCC1=O)=O (N-bromosuccinimide). The product is C1=CC=C(C=C1)NC2=CC=C(C=C2)Br (4-bromodiphenylamine). Run in C(C)(=O)OCC (ethyl acetate).